Dataset: the Open Reaction Database (ORD), a public repository of structured organic reaction records. Task: describe an organic reaction: reactants, conditions, products, and yield Starting materials: CC(C)(C)OC(=O)NC1CCC(CNc2nc(Cl)ncc2[N+](=O)[O-])CC1, CCN(C(C)C)C(C)C, ClCCl, NCc1ccccc1I, CN(C)C=O. The product is CC(C)(C)OC(=O)NC1CCC(CNc2nc(NCc3ccccc3I)ncc2[N+](=O)[O-])CC1. RXN SMILES: [C:1]([CH3:2])([CH3:3])([CH3:4])[O:5][C:6]([NH:7][CH:8]1[CH2:9][CH2:10][CH:11]([CH2:14][NH:15][c:16]2[n:17][c:18]([Cl:25])[n:19][cH:20][c:21]2[N+:22](=[O:23])[O-:24])[CH2:12][CH2:13]1)=[O:26].[CH:36]([N:37]([CH2:38][CH3:39])[CH:40]([CH3:41])[CH3:42])([CH3:43])[CH3:44].[Cl:45][CH2:46][Cl:47].[I:27][c:28]1[c:29]([CH2:30][NH2:31])[cH:32][cH:33][cH:34][cH:35]1.[O:48]=[CH:49][N:50]([CH3:51])[CH3:52]>>[C:1]([CH3:2])([CH3:3])([CH3:4])[O:5][C:6]([NH:7][CH:8]1[CH2:9][CH2:10][CH:11]([CH2:14][NH:15][c:16]2[n:17][c:18]([NH:31][CH2:30][c:29]3[c:28]([I:27])[cH:35][cH:34][cH:33][cH:32]3)[n:19][cH:20][c:21]2[N+:22](=[O:23])[O-:24])[CH2:12][CH2:13]1)=[O:26]. Reactants: [H-].[Na+] (sodium hydride), CI (methyl iodide), 2,7-dimethyl, CN1N=CC2=C1CCCC=1NN=CC12 (4,5,6,7-tetrahydro-3-methyl-3H-cyclohepta[1,2-c:4,3-c']dipyrazole). Solvent: CN(C=O)C (N,N-dimethylformamide), CN(C=O)C (N,N-dimethylformamide), CN(C=O)C (N,N-dimethylformamide). Run at time 15 minute. Product: CN1N=CC2=C1CCCC=1N(N=CC12)C (4,5,6, 7-tetrahydro-3,7-dimethyl-3H-cyclohepta[1,2-c:4,3-c']dipyrazole). Reaction SMILES: [CH3:1][N:2]1[C:6]2[CH2:7][CH2:8][CH2:9][C:10]3[NH:11][N:12]=[CH:13][C:14]=3[C:5]=2[CH:4]=[N:3]1.[H-].[Na+].[CH3:17]I>CN(C)C=O>[CH3:1][N:2]1[C:6]2[CH2:7][CH2:8][CH2:9][C:10]3[N:11]([CH3:17])[N:12]=[CH:13][C:14]=3[C:5]=2[CH:4]=[N:3]1 |f:1.2|. Procedure details: A mixture of 19.4 g of 4,5,6,7-tetrahydro-3-methyl-3H-cyclohepta[1,2-c:4,3-c']dipyrazole in 70 ml of N,N-dimethylformamide was added, dropwise, to a suspension of 2.64 g of sodium hydride in 200 ml of N,N-dimethylformamide and the resulting mixture was stirred at room temperature for 15 minutes. A solution of 12.5 ml of methyl iodide in 20 ml of N,N-dimethylformamide was added dropwise and the reaction mixture was stirred at room temperature for 3 hours. The solvent was removed under reduced pre... Starting materials: CN(C)C=O, Cc1oc(-c2ccccc2)nc1CCl, Cl, [H-], [Na+], O, O=C1NC(=O)C(CCCCCc2ccc(O)cc2)O1. The product is Cc1oc(-c2ccccc2)nc1COc1ccc(CCCCCC2OC(=O)NC2=O)cc1. As a reaction SMILES: [CH3:37][N:38]([CH3:39])[CH:40]=[O:41].[Cl:22][CH2:23][c:24]1[n:25][c:26](-[c:30]2[cH:31][cH:32][cH:33][cH:34][cH:35]2)[o:27][c:28]1[CH3:29].[ClH:36].[H-:20].[Na+:21].[OH2:42].[OH:1][c:2]1[cH:3][cH:4][c:5]([CH2:8][CH2:9][CH2:10][CH2:11][CH2:12][CH:13]2[C:14](=[O:19])[NH:15][C:16](=[O:18])[O:17]2)[cH:6][cH:7]1>>[O:1]([c:2]1[cH:3][cH:4][c:5]([CH2:8][CH2:9][CH2:10][CH2:11][CH2:12][CH:13]2[C:14](=[O:19])[NH:15][C:16](=[O:18])[O:17]2)[cH:6][cH:7]1)[CH2:23][c:24]1[n:25][c:26](-[c:30]2[cH:31][cH:32][cH:33][cH:34][cH:35]2)[o:27][c:28]1[CH3:29]. RXN SMILES: [C:1]1([O:7][CH2:8][CH2:9]Br)[CH:6]=[CH:5][CH:4]=[CH:3][CH:2]=1.[CH:11]([NH2:14])([CH3:13])[CH3:12].C(Cl)(Cl)[Cl:16]>>[ClH:16].[CH3:12][CH:11]([NH:14][CH2:9][CH2:8][O:7][C:1]1[CH:6]=[CH:5][CH:4]=[CH:3][CH:2]=1)[CH3:13] |f:3.4|. Procedure details: Following the procedure of Preparation 1, 2-bromoethyl phenyl ether and isopropyl amine were reacted (in refluxing chloroform) overnight and the reaction mixture processed to yield an oil, the free base of the title compound. A portion of the oil was reacted with ethereal hydrogen chloride to form the hydrochloride salt in 68.3% yield, m.p. 152°-154.5° C. The product is Cl.CC(C)NCCOC1=CC=CC=C1 (N-(1-Methylethyl)-2-phenoxyethanamine, Hydrochloride). Starting materials: C1(=CC=CC=C1)OCCBr (2-bromoethyl phenyl ether), C(C)(C)N (isopropyl amine), C(Cl)(Cl)Cl (chloroform).